From a dataset of the Open Reaction Database (ORD), a public repository of structured organic reaction records. describe an organic reaction: reactants, conditions, products, and yield Procedure details: The title compound was prepared from (S)-6-(2-hydroxy-2-methylpropyl)-6-phenyl-3-[(S)-1-(4-(4,4,5,5-tetramethyl-1,3,2-dioxaborolan-2-yl)phenyl)ethyl]-1,3-oxazinan-2-one and 4-bromo-1,3,5-trimethyl-1H-pyrazole following a procedure analogous to that described in Example 171. Mass spectrum (ESI+): m/z=462 [M+H]+. Yields the product OC(C[C@@]1(CCN(C(O1)=O)[C@@H](C)C1=CC=C(C=C1)C=1C(=NN(C1C)C)C)C1=CC=CC=C1)(C)C ((S)-6-(2-Hydroxy-2-methyl-propyl)-6-phenyl-3-{(S)-1-[4-(1,3,5-trimethyl-1H-pyrazol-4-yl)-phenyl]-ethyl}-[1,3]oxazinan-2-one). As a reaction SMILES: [OH:1][C:2]([CH3:35])([CH3:34])[CH2:3][C@@:4]1([C:28]2[CH:33]=[CH:32][CH:31]=[CH:30][CH:29]=2)[O:9][C:8](=[O:10])[N:7]([C@H:11]([C:13]2[CH:18]=[CH:17][C:16](B3OC(C)(C)C(C)(C)O3)=[CH:15][CH:14]=2)[CH3:12])[CH2:6][CH2:5]1.Br[C:37]1[C:38]([CH3:44])=[N:39][N:40]([CH3:43])[C:41]=1[CH3:42]>>[OH:1][C:2]([CH3:34])([CH3:35])[CH2:3][C@@:4]1([C:28]2[CH:29]=[CH:30][CH:31]=[CH:32][CH:33]=2)[O:9][C:8](=[O:10])[N:7]([C@H:11]([C:13]2[CH:18]=[CH:17][C:16]([C:37]3[C:38]([CH3:44])=[N:39][N:40]([CH3:43])[C:41]=3[CH3:42])=[CH:15][CH:14]=2)[CH3:12])[CH2:6][CH2:5]1. Starting materials: OC(C[C@@]1(CCN(C(O1)=O)[C@@H](C)C1=CC=C(C=C1)B1OC(C(O1)(C)C)(C)C)C1=CC=CC=C1)(C)C ((S)-6-(2-hydroxy-2-methylpropyl)-6-phenyl-3-[(S)-1-(4-(4,4,5,5-tetramethyl-1,3,2-dioxaborolan-2-yl)phenyl)ethyl]-1,3-oxazinan-2-one), BrC=1C(=NN(C1C)C)C (4-bromo-1,3,5-trimethyl-1H-pyrazole). Starting materials: C(=O)(OC)C1=CC=C(/C=C/C(=O)O)C=C1 ((E)-4-carbomethoxycinnamic acid), CN(C)C=O (DMF), C(C(=O)Cl)(=O)Cl (oxalyl chloride). Run in C1CCOC1 (THF). Conditions: temperature 50 celsius. Product: acid chloride, C(=O)(O)C/C(/C(=O)O)=C\C1=CC=CC=C1 ((E)-carboxymethyl cinnamic acid). As a reaction SMILES: C([C:5]1[CH:15]=[CH:14][C:8](/[CH:9]=[CH:10]/[C:11]([OH:13])=[O:12])=[CH:7][CH:6]=1)(OC)=O.[C:16](Cl)(=[O:20])[C:17](Cl)=O.CN(C=[O:26])C>C1COCC1>[C:16]([CH2:17]/[C:10](=[CH:9]\[C:8]1[CH:7]=[CH:6][CH:5]=[CH:15][CH:14]=1)/[C:11]([OH:13])=[O:12])([OH:20])=[O:26]. Procedure details: A solution of (E)-4-carbomethoxycinnamic acid (5.09 g, 24.7 mmol) was dissolved in dry THF (25 mL) and treated under an argon atmosphere with oxalyl chloride (3.00 mL, 34.4 mmol) and a drop of dry DMF. After heating at 50° C. for 2 hours, the reaction mixture was concentrated in vacuo to yield the acid chloride of (E)-carboxymethyl cinnamic acid as a tan solid. Starting materials: CS(C)=O, CCN(C(C)C)C(C)C, O, c1ccc(-c2csc(N3CCNCC3)n2)cc1, O=C(Nc1ncccn1)OCC(Cl)(Cl)Cl. The product is O=C(Nc1ncccn1)N1CCN(c2nc(-c3ccccc3)cs2)CC1. As a reaction SMILES: [CH3:42][S:43]([CH3:44])=[O:45].[CH:33]([N:34]([CH:35]([CH3:36])[CH3:37])[CH2:38][CH3:39])([CH3:40])[CH3:41].[OH2:46].[c:16]1(-[c:22]2[n:23][c:24]([N:27]3[CH2:28][CH2:29][NH:30][CH2:31][CH2:32]3)[s:25][cH:26]2)[cH:17][cH:18][cH:19][cH:20][cH:21]1.[n:1]1[c:2]([NH:7][C:8]([O:9][CH2:10][C:11]([Cl:12])([Cl:13])[Cl:14])=[O:15])[n:3][cH:4][cH:5][cH:6]1>>[n:1]1[c:2]([NH:7][C:8](=[O:15])[N:30]2[CH2:29][CH2:28][N:27]([c:24]3[n:23][c:22](-[c:16]4[cH:17][cH:18][cH:19][cH:20][cH:21]4)[cH:26][s:25]3)[CH2:32][CH2:31]2)[n:3][cH:4][cH:5][cH:6]1.